This data is from the Open Reaction Database (ORD), a public repository of structured organic reaction records. The task is: describe an organic reaction: reactants, conditions, products, and yield Starting materials: BrCCC(=O)OC (methyl 3-bromopropionate), [H-].[Na+] (Sodium hydride), C(C)NC(C(C(=O)NCC)(C1=CC=CC=C1)CO)=O (N,N′-diethyl-2-hydroxymethyl-2-phenylmalonamide). Reagents/catalysts: [I-].C(CCC)[N+](CCCC)(CCCC)CCCC (tetrabutyl ammonium iodide). Run in C1CCOC1 (THF), C1CCOC1 (THF), C1CCOC1 (THF). Conditions: temperature 0 celsius, time 8 hour. Yields the product COC(CCOCC(C1=CC=CC=C1)(C(NCC)=O)C(NCC)=O)=O (3-(2,2′-bisethylcarbamoyl-2-phenylethoxy)propionic acid methyl ester). Isolated yield 33.0%. As a reaction SMILES: [H-].[Na+].[CH2:3]([NH:5][C:6](=[O:21])[C:7]([CH2:19][OH:20])([C:13]1[CH:18]=[CH:17][CH:16]=[CH:15][CH:14]=1)[C:8]([NH:10][CH2:11][CH3:12])=[O:9])[CH3:4].Br[CH2:23][CH2:24][C:25]([O:27][CH3:28])=[O:26]>C1COCC1.[I-].C([N+](CCCC)(CCCC)CCCC)CCC>[CH3:28][O:27][C:25](=[O:26])[CH2:24][CH2:23][O:20][CH2:19][C:7]([C:6](=[O:21])[NH:5][CH2:3][CH3:4])([C:8](=[O:9])[NH:10][CH2:11][CH3:12])[C:13]1[CH:14]=[CH:15][CH:16]=[CH:17][CH:18]=1 |f:0.1,5.6|. Procedure details: Sodium hydride (89 mg) was dissolved in THF (5 ml), and the solution was cooled to 0° C. and thereto were added a THF solution (1 ml) of N,N′-diethyl-2-hydroxymethyl-2-phenylmalonamide (400 mg) and tetrabutyl ammonium iodide (10 mg). After addition of a THF solution (2 mL) of methyl 3-bromopropionate (314 mg), the resulting mixture was stirred overnight at room temperature, and further at 60° C. for 0.5 hour. The reaction solution was filtered through a Celite, and the filtrate was concentrated ... The reactants are [Br-], [Mg+]Cc1cccc(Br)c1, CON(C)C(C)=O. The product is CC(=O)Cc1cccc(Br)c1. Reaction SMILES: [Br-:8].[Br:9][c:10]1[cH:11][c:12]([CH2:13][Mg+:14])[cH:15][cH:16][cH:17]1.[CH3:1][O:2][N:3]([C:4]([CH3:5])=[O:6])[CH3:7]>>[C:4]([CH3:5])(=[O:6])[CH2:13][c:12]1[cH:11][c:10]([Br:9])[cH:17][cH:16][cH:15]1.